This data is from the Open Reaction Database (ORD), a public repository of structured organic reaction records. The task is: describe an organic reaction: reactants, conditions, products, and yield The reactants are CC(=O)[O-], CC(=O)O, [I-], O=N[O-], Nc1ccc(-c2cccnc2)cc1, [Na+], [Na+], [Na+], O, O=C(O)C(F)(F)F. Product: Ic1ccc(-c2cccnc2)cc1. RXN SMILES: [CH3:28][C:29](=[O:30])[O-:31].[CH3:33][C:34](=[O:35])[OH:36].[I-:26].[N:21]([O-:22])=[O:23].[NH2:1][c:2]1[cH:3][cH:4][c:5](-[c:8]2[cH:9][n:10][cH:11][cH:12][cH:13]2)[cH:6][cH:7]1.[Na+:24].[Na+:25].[Na+:27].[OH2:32].[OH:14][C:15]([C:16]([F:17])([F:18])[F:19])=[O:20]>>[c:2]1([I:26])[cH:3][cH:4][c:5](-[c:8]2[cH:9][n:10][cH:11][cH:12][cH:13]2)[cH:6][cH:7]1. Starting materials: CS(C)(=O)=O, C[Si](C)(C)[N-][Si](C)(C)C, O=Cc1ccc(-c2ccc(C(CC3CCOCC3)c3ccc(S(=O)(=O)C4CC4)cc3)[nH]2)nc1, [Li+], C1CCOC1, O. Yields the product CS(=O)(=O)CC(O)c1ccc(-c2ccc(C(CC3CCOCC3)c3ccc(S(=O)(=O)C4CC4)cc3)[nH]2)nc1. Reaction SMILES: [CH3:1][S:2](=[O:3])(=[O:4])[CH3:5].[CH3:6][Si:7]([CH3:8])([CH3:9])[N-:10][Si:11]([CH3:12])([CH3:13])[CH3:14].[CH:16]1([S:19](=[O:20])(=[O:21])[c:22]2[cH:23][cH:24][c:25]([CH:28]([CH2:29][CH:30]3[CH2:31][CH2:32][O:33][CH2:34][CH2:35]3)[c:36]3[cH:37][cH:38][c:39](-[c:41]4[cH:42][cH:43][c:44]([CH:47]=[O:48])[cH:45][n:46]4)[nH:40]3)[cH:26][cH:27]2)[CH2:17][CH2:18]1.[Li+:15].[O:50]1[CH2:51][CH2:52][CH2:53][CH2:54]1.[OH2:49]>>[CH2:1]([S:2](=[O:3])(=[O:4])[CH3:5])[CH:47]([c:44]1[cH:43][cH:42][c:41](-[c:39]2[cH:38][cH:37][c:36]([CH:28]([c:25]3[cH:24][cH:23][c:22]([S:19]([CH:16]4[CH2:17][CH2:18]4)(=[O:20])=[O:21])[cH:27][cH:26]3)[CH2:29][CH:30]3[CH2:31][CH2:32][O:33][CH2:34][CH2:35]3)[nH:40]2)[n:46][cH:45]1)[OH:48]. Starting materials: CC=1NC(=C([C@@H](C1C#N)C=1C=C2C(=NNC2=CC1)C)C#N)C(F)(F)F ((4R)-2-methyl-4-(3-methyl-1H-indazol-5-yl)-6-(trifluoromethyl)-1,4-dihydropyridine-3,5-dicarbonitrile), C(O)([O-])=O.OCC[N+](C)(C)C (2-hydroxy-N,N,N-trimethylethanaminium hydrogencarbonate). The solvent is C(C)O (ethanol). Product: C(#N)C1=C([N-]C(=C([C@@H]1C=1C=C2C(=NNC2=CC1)C)C#N)C(F)(F)F)C.OCC[N+](C)(C)C (2-Hydroxy-N,N,N-trimethylethanaminium (4R)-3,5-dicyano-2-methyl-4-(3-methyl-1H-indazol-5-yl)-6-(trifluoromethyl)-4H-pyridin-1-ide). As a reaction SMILES: [CH3:1][C:2]1[NH:3][C:4]([C:22]([F:25])([F:24])[F:23])=[C:5]([C:20]#[N:21])[C@H:6]([C:10]2[CH:11]=[C:12]3[C:16](=[CH:17][CH:18]=2)[NH:15][N:14]=[C:13]3[CH3:19])[C:7]=1[C:8]#[N:9].C(=O)([O-])O.[OH:30][CH2:31][CH2:32][N+:33]([CH3:36])([CH3:35])[CH3:34]>C(O)C>[C:8]([C:7]1[C@@H:6]([C:10]2[CH:11]=[C:12]3[C:16](=[CH:17][CH:18]=2)[NH:15][N:14]=[C:13]3[CH3:19])[C:5]([C:20]#[N:21])=[C:4]([C:22]([F:23])([F:25])[F:24])[N-:3][C:2]=1[CH3:1])#[N:9].[OH:30][CH2:31][CH2:32][N+:33]([CH3:36])([CH3:35])[CH3:34] |f:1.2,4.5|. Procedure details: To a suspension of 100 mg (0.29 mmol) (4R)-2-methyl-4-(3-methyl-1H-indazol-5-yl)-6-(trifluoromethyl)-1,4-dihydropyridine-3,5-dicarbonitrile (Example 5) in ethanol (2.1 ml) under argon atmosphere was added 41 μl (0.29 mmol) 2-hydroxy-N,N,N-trimethylethanaminium hydrogencarbonate solution (choline bicarbonate, 80% in water), and the mixture was stirred at reflux temperature for 40 min. Subsequently, the solution was evaporated, and the residue was dried in vacuo. The precipitate was stirred in 1.5... As a reaction SMILES: [OH:1][CH:2]([CH3:9])[CH2:3][C:4]1[CH:8]=[CH:7][S:6][CH:5]=1.C([Li])CCC.[S:15](=[O:17])=[O:16].C([O-])(=O)C.[Na+].[NH2:23]OS(O)(=O)=O.C(=O)(O)[O-].[Na+]>C1COCC1>[OH:1][CH:2]([CH3:9])[CH2:3][C:4]1[CH:8]=[CH:7][S:6][C:5]=1[S:15]([NH2:23])(=[O:17])=[O:16] |f:3.4,6.7|. Isolated yield 42.0%. Solvent: C1CCOC1 (THF). The product is OC(CC1=C(SC=C1)S(=O)(=O)N)C (3-(2-Hydroxypropyl)thiophene-2-sulfonamide). Run at temperature -78 celsius, time 1 hour. Procedure: To a solution of 3-(2-hydroxypropyl)thiophene (2.95 g, 20.77 mmol) i THF (25 mL) at -78° C. was added n-butyllithium (18.3 mL of a 2.5M solution, 45.69 mmol). This mixture was stirred at -78° C. for 1 hr and sulfur dioxide was added until the solution maintained a pH of 3. The reaction mixture was warmed to room temperature, stirred for 30 min, and evaporated to a residue which was dissolved in water (25 mL). Sodium acetate (5.1 g, 62.31 mmol) and hydroxylamine-O-sulfonic acid (7.0 g, 62.31 mmol... The reactants are C(C)(=O)[O-].[Na+] (Sodium acetate), NOS(=O)(=O)O (hydroxylamine-O-sulfonic acid), S(=O)=O (sulfur dioxide), C([O-])(O)=O.[Na+] (sodium bicarbonate), OC(CC1=CSC=C1)C (3-(2-hydroxypropyl)thiophene), C(CCC)[Li] (n-butyllithium), solution. Reaction SMILES: Cl.[NH2:2][C@H:3]([C:7]([OH:9])=[O:8])[C@@H:4]([CH3:6])[OH:5].[CH2:10](O)[CH3:11]>>[CH2:10]([O:8][C:7](=[O:9])[C@H:3]([C@@H:4]([CH3:6])[OH:5])[NH2:2])[CH3:11]. Procedure: A current of dry HCl was passed through a suspension of L-threonine (35.0 g, 0.29 mol) in absolute ethanol (350 ml), with shaking, until a clear solution formed. The solution then refluxed for 30 minutes, and was evaporated to dryness under reduced pressure, and the oily residue was taken up in absolute ethanol (175 mL) and, again, taken to dryness under reduced pressure. The oily residue was then treated with a saturated solution of ammonia in chloroform. The ammonium chloride was filtered off ... Product: C(C)OC([C@@H](N)[C@H](O)C)=O (L-Threonine Ethyl Ester). Reactants: Cl (HCl), N[C@@H]([C@H](O)C)C(=O)O (L-threonine), C(C)O (ethanol), CCO (EtOH), CCO (EtOH). Reactants: OC1=C(C=C(CC2N(CCC3=CC(=C(C=C23)OC)OC)CC(=O)NCC2=CC=CC=C2)C=C1)OC (2-[1-(4-hydroxy-3-methoxy-benzyl)-6,7-dimethoxy-3,4-dihydro-1H-isoquinolin-2-yl]-N-benzyl-acetamide), BrCC(C)C (1-bromo-2-methyl-propane). Yields the product C(C(C)C)OC1=C(C=C(CC2N(CCC3=CC(=C(C=C23)OC)OC)CC(=O)NCC2=CC=CC=C2)C=C1)OC (2-[1-(4-isobutoxy-3-methoxy-benzyl)-6,7-dimethoxy-3,4-dihydro-1H-isoquinolin-2-yl]-N-benzyl-acetamide). Reaction SMILES: [OH:1][C:2]1[CH:33]=[CH:32][C:5]([CH2:6][CH:7]2[C:16]3[C:11](=[CH:12][C:13]([O:19][CH3:20])=[C:14]([O:17][CH3:18])[CH:15]=3)[CH2:10][CH2:9][N:8]2[CH2:21][C:22]([NH:24][CH2:25][C:26]2[CH:31]=[CH:30][CH:29]=[CH:28][CH:27]=2)=[O:23])=[CH:4][C:3]=1[O:34][CH3:35].Br[CH2:37][CH:38]([CH3:40])[CH3:39]>>[CH2:37]([O:1][C:2]1[CH:33]=[CH:32][C:5]([CH2:6][CH:7]2[C:16]3[C:11](=[CH:12][C:13]([O:19][CH3:20])=[C:14]([O:17][CH3:18])[CH:15]=3)[CH2:10][CH2:9][N:8]2[CH2:21][C:22]([NH:24][CH2:25][C:26]2[CH:31]=[CH:30][CH:29]=[CH:28][CH:27]=2)=[O:23])=[CH:4][C:3]=1[O:34][CH3:35])[CH:38]([CH3:40])[CH3:39]. Reported procedure: prepared by reaction of 2-[1-(4-hydroxy-3-methoxy-benzyl)-6,7-dimethoxy-3,4-dihydro-1H-isoquinolin-2-yl]-N-benzyl-acetamide with 1-bromo-2-methyl-propane